From a dataset of the Open Reaction Database (ORD), a public repository of structured organic reaction records. describe an organic reaction: reactants, conditions, products, and yield Starting materials: COC=1N=C2C=3N(C(COC3C=NC2=CC1)[C@@H]1CC[C@H](CC1)N)C (trans-4-(6-methoxy-4-methyl-3,4-dihydro-2H-1-oxa-4,5,9-triaza-phenanthren-3-yl)-cyclohexylamine), O=C1CSC2=C(N1)C=C(C=C2)C(=O)O (3-oxo-3,4-dihydro-2H-benzo[1,4]thiazine-6-carboxylic acid). The product is COC=1N=C2C=3N(C(COC3C=NC2=CC1)[C@@H]1CC[C@H](CC1)NC(=O)C=1C=CC2=C(NC(CS2)=O)C1)C (3-oxo-3,4-dihydro-2H-benzo[1,4]thiazine-6-carboxylic acid [trans-4-(6-methoxy-4-methyl-3,4-dihydro-2H-1-oxa-4,5,9-triaza-phenanthren-3-yl)-cyclohexyl]-amide). RXN SMILES: [CH3:1][O:2][C:3]1[N:4]=[C:5]2[C:14](=[CH:15][CH:16]=1)[N:13]=[CH:12][C:11]1[O:10][CH2:9][CH:8]([C@H:17]3[CH2:22][CH2:21][C@H:20]([NH2:23])[CH2:19][CH2:18]3)[N:7]([CH3:24])[C:6]2=1.[O:25]=[C:26]1[NH:31][C:30]2[CH:32]=[C:33]([C:36](O)=[O:37])[CH:34]=[CH:35][C:29]=2[S:28][CH2:27]1>>[CH3:1][O:2][C:3]1[N:4]=[C:5]2[C:14](=[CH:15][CH:16]=1)[N:13]=[CH:12][C:11]1[O:10][CH2:9][CH:8]([C@H:17]3[CH2:22][CH2:21][C@H:20]([NH:23][C:36]([C:33]4[CH:34]=[CH:35][C:29]5[S:28][CH2:27][C:26](=[O:25])[NH:31][C:30]=5[CH:32]=4)=[O:37])[CH2:19][CH2:18]3)[N:7]([CH3:24])[C:6]2=1. Procedure: The titled compound is prepared as an orange semisolid following Scheme 5 and in analogy to Example 27 using trans-4-(6-methoxy-4-methyl-3,4-dihydro-2H-1-oxa-4,5,9-triaza-phenanthren-3-yl)-cyclohexylamine and 3-oxo-3,4-dihydro-2H-benzo[1,4]thiazine-6-carboxylic acid as starting materials. Reactants: C(N)(=O)C1=CN=C(S1)C1=CC=C(N=N1)N(C(OC(C)(C)C)=O)CC1(CCC1)C1=NC=CC=C1F (t-butyl 6-(5-carbamoylthiazol-2-yl)pyridazin-3-yl((1-(3-fluoropyridin-2-yl)cyclobutyl)methyl)carbamate), C(=O)(C(F)(F)F)O (TFA). Run in C(Cl)Cl (DCM). Conditions: time 2 hour. Yields the product FC=1C(=NC=CC1)C1(CCC1)CNC1=CC=C(N=N1)C=1SC(=CN1)C(=O)N (2-(6-((1-(3-Fluoropyridin-2-yl)cyclobutyl)methylamino)pyridazin-3-yl)thiazole-5-carboxamide). The yield is 88.1%. RXN SMILES: [C:1]([C:4]1[S:8][C:7]([C:9]2[N:14]=[N:13][C:12]([N:15]([CH2:23][C:24]3([C:28]4[C:33]([F:34])=[CH:32][CH:31]=[CH:30][N:29]=4)[CH2:27][CH2:26][CH2:25]3)C(=O)OC(C)(C)C)=[CH:11][CH:10]=2)=[N:6][CH:5]=1)(=[O:3])[NH2:2].C(O)(C(F)(F)F)=O>C(Cl)Cl>[F:34][C:33]1[C:28]([C:24]2([CH2:23][NH:15][C:12]3[N:13]=[N:14][C:9]([C:7]4[S:8][C:4]([C:1]([NH2:2])=[O:3])=[CH:5][N:6]=4)=[CH:10][CH:11]=3)[CH2:25][CH2:26][CH2:27]2)=[N:29][CH:30]=[CH:31][CH:32]=1. Reported procedure: To a crude mixture of t-butyl 6-(5-carbamoylthiazol-2-yl)pyridazin-3-yl((1-(3-fluoropyridin-2-yl)cyclobutyl)methyl)carbamate (141 mg, crude) in DCM (6 mL) was added TFA (2 mL) at rt. The reaction mixture was further stirred at rt for 2 hr followed by concentration to dryness. The crude mixture was purified on RP-HPLC using a mixture of acetonitrile and H2O to provide the title compound as a pale yellow solid (98.5 mg, 99% for 2 steps), LRMS (M+H+) m/z 385.2. Starting materials: NC1=CC=CC=C1 (aniline), COC=1C=C(C=C(C1OC)OC)\C(\C)=C\1/C(C(=O)OC1=O)=C(C)C ((E)-α-(3,4,5-trimethoxyphenyl) ethylideneisopropylidene succinic anhydride). Run in C1(=CC=CC=C1)C (toluene), Petrol. Reaction conditions: time 2 hour. Yields the product COC=1C=C(C=C(C1OC)OC)\C(\C)=C\1/C(C(=O)N(C1=O)C1=CC=CC=C1)=C(C)C ((E)-α-(3,4,5-trimethoxyphenyl) ethylideneisopropylidene-N-phenylsuccinimide). As a reaction SMILES: [CH3:1][O:2][C:3]1[CH:4]=[C:5](/[C:13](=[C:15]2\[C:16](=[C:22]([CH3:24])[CH3:23])[C:17](O[C:20]\2=[O:21])=[O:18])/[CH3:14])[CH:6]=[C:7]([O:11][CH3:12])[C:8]=1[O:9][CH3:10].[NH2:25][C:26]1[CH:31]=[CH:30][CH:29]=[CH:28][CH:27]=1>C1(C)C=CC=CC=1>[CH3:12][O:11][C:7]1[CH:6]=[C:5](/[C:13](=[C:15]2\[C:16](=[C:22]([CH3:23])[CH3:24])[C:17]([N:25]([C:26]3[CH:31]=[CH:30][CH:29]=[CH:28][CH:27]=3)[C:20]\2=[O:21])=[O:18])/[CH3:14])[CH:4]=[C:3]([O:2][CH3:1])[C:8]=1[O:9][CH3:10]. Reported procedure: (E)-α-(3,4,5-trimethoxyphenyl) ethylideneisopropylidene succinic anhydride (4 parts), prepared as in Example 3, in toluene (40 parts by volume), and aniline (1 part) were heated (12 hours) at 70°. Petrol was added and the liberated succinamic acid separated. The dry acid (1.8 parts) was dissolved in acetyl chloride (40 parts by volume) boiled for 2 hours and the solvent removed. Crystallization of the product from a toluene/petrol mixture gave (E)-α-(3,4,5-trimethoxyphenyl) ethylideneisopropylid... The reactants are N1CCCCC1 (Piperidine), C(CCCCCCC)=O (octanal), C(C1=CC=CC=C1)(=O)CC(=O)OCC (ethyl benzoylacetate). Run in C(C)(C)(C)OC (methyl t-butyl ether). Run at time 24 hour. Yields the product C(C)OC(C(=CCCCCCCC)C(C1=CC=CC=C1)=O)=O (2-benzoyl-dec-2-enoic acid ethyl ester). As a reaction SMILES: N1CCCCC1.[CH:7](=O)[CH2:8][CH2:9][CH2:10][CH2:11][CH2:12][CH2:13][CH3:14].[C:16]([CH2:24][C:25]([O:27][CH2:28][CH3:29])=[O:26])(=[O:23])[C:17]1[CH:22]=[CH:21][CH:20]=[CH:19][CH:18]=1>C(OC)(C)(C)C>[CH2:28]([O:27][C:25](=[O:26])[C:24]([C:16](=[O:23])[C:17]1[CH:22]=[CH:21][CH:20]=[CH:19][CH:18]=1)=[CH:7][CH2:8][CH2:9][CH2:10][CH2:11][CH2:12][CH2:13][CH3:14])[CH3:29]. Procedure details: Piperidine (0.10 ml, 0.5 mol %) is added to a mixture of octanal (25.6 g, 0.20 mol) and ethyl benzoylacetate (38.4 g, 0.20 mol) at 5° C. The resulting solution is warmed to room temperature and stirred for 24 h, during which a fine emulsion is formed. The mixture is diluted with methyl t-butyl ether and the organic layer washed with 2 N aq. HCl-solution, water and brine, then dried over MgSO4. Run in C=1(C(=CC=CC1)C)C (xylene). Procedure details: N-(5-ethoxycarbonylmethyl-4,6-dimethylindolin-7-yl)-2,2-dimethylpropanamide (1.0 g) was dissolved in xylene (75 ml), and 10% Pd-C (250 mg) was added, which was followed by refluxing for 1 hr. Pd-C was filtered off and xylene was evaporated under reduced pressure. The residue was purified by silica gel column chromatography (eluent: benzene-CHCl3) to give 0.9 g of N-(5-ethoxycarbonylmethyl-4,6-dimethylindol-7-yl)-2,2-dimethylpropanamide. The product is C(C)OC(=O)CC=1C(=C2C=CNC2=C(C1C)NC(C(C)(C)C)=O)C (N-(5-ethoxycarbonylmethyl-4,6-dimethylindol-7-yl)-2,2-dimethylpropanamide). Isolated yield 90.5%. Starting materials: C(C)OC(=O)CC=1C(=C2CCNC2=C(C1C)NC(C(C)(C)C)=O)C (N-(5-ethoxycarbonylmethyl-4,6-dimethylindolin-7-yl)-2,2-dimethylpropanamide). Reaction SMILES: [CH2:1]([O:3][C:4]([CH2:6][C:7]1[C:8]([CH3:24])=[C:9]2[C:13](=[C:14]([NH:17][C:18](=[O:23])[C:19]([CH3:22])([CH3:21])[CH3:20])[C:15]=1[CH3:16])[NH:12][CH2:11][CH2:10]2)=[O:5])[CH3:2]>C1(C)C(C)=CC=CC=1.[Pd]>[CH2:1]([O:3][C:4]([CH2:6][C:7]1[C:8]([CH3:24])=[C:9]2[C:13](=[C:14]([NH:17][C:18](=[O:23])[C:19]([CH3:21])([CH3:20])[CH3:22])[C:15]=1[CH3:16])[NH:12][CH:11]=[CH:10]2)=[O:5])[CH3:2]. The reagents and catalysts are [Pd] (Pd-C). Starting materials: CS(=O)(=O)Cl (Methanesulfonyl chloride), [NH+]1(C=CC=2C1=NC=CC2)[O-] (1H-pyrrolo[2,3-b]pyridine 1-oxide), [OH-].[Na+] (NaOH). Run in CN(C)C=O (DMF). Run at temperature 70 celsius, time 1 hour. Yields the product ClC1=C2C(=NC=C1)NC=C2 (4-Chloro-1H-pyrrolo[2,3-b]pyridine). Yield: 86.9%. As a reaction SMILES: [NH+:1]1([O-])[C:5]2=[N:6][CH:7]=[CH:8][CH:9]=[C:4]2[CH:3]=[CH:2]1.CS([Cl:15])(=O)=O.[OH-].[Na+]>CN(C=O)C>[Cl:15][C:9]1[CH:8]=[CH:7][N:6]=[C:5]2[NH:1][CH:2]=[CH:3][C:4]=12 |f:2.3|. Procedure details: A solution of 2a (1.926 kg) in DMF (9.705 kg) was heated to about 50° C. Methanesulfonyl chloride (4.399 kg) was added to the heated solution at such a rate as to maintain the reaction temperature at 65 to 75° C. The resulting mixture was heated at about 68 to 77° C. until the reaction was judged complete by reversed phase HPLC analysis. The reaction mixture was cooled to about 30° C., and then quenched with water (31.024 kg). Upon cooling the quenched reaction mixture to 5° C., sufficient 10 N ... RXN SMILES: [Br:15][c:16]1[cH:17][cH:18][c:19]([F:22])[cH:20][cH:21]1.[CH2:42]1[O:43][CH2:44][CH2:45][O:46][CH2:47]1.[CH3:23][NH:24][CH2:25][CH2:26][NH:27][CH3:28].[CH:1]1([O:7][c:8]2[c:9](=[O:14])[nH:10][cH:11][cH:12][n:13]2)[CH2:2][CH2:3][CH2:4][CH2:5][CH2:6]1.[Cu:48][I:49].[K+:34].[K+:35].[K+:36].[O:37]=[CH:38][N:39]([CH3:40])[CH3:41].[P:29]([O-:30])([O-:31])([O-:32])=[O:33]>>[CH:1]1([O:7][c:8]2[c:9](=[O:14])[n:10](-[c:16]3[cH:17][cH:18][c:19]([F:22])[cH:20][cH:21]3)[cH:11][cH:12][n:13]2)[CH2:2][CH2:3][CH2:4][CH2:5][CH2:6]1. The reactants are Fc1ccc(Br)cc1, C1COCCO1, CNCCNC, O=c1[nH]ccnc1OC1CCCCC1, [Cu]I, [K+], [K+], [K+], CN(C)C=O, O=P([O-])([O-])[O-]. Product: O=c1c(OC2CCCCC2)nccn1-c1ccc(F)cc1.